This data is from the Open Reaction Database (ORD), a public repository of structured organic reaction records. The task is: describe an organic reaction: reactants, conditions, products, and yield Reactants: CS(=O)(=O)c1nc2cnc3cccnc3c2n1Cc1ccccc1, CCO, CC[O-], [Na+], O. Product: CCOc1nc2cnc3cccnc3c2n1Cc1ccccc1. As a reaction SMILES: [CH2:1]([c:2]1[cH:3][cH:4][cH:5][cH:6][cH:7]1)[n:8]1[c:9]([S:21]([CH3:22])(=[O:23])=[O:24])[n:10][c:11]2[cH:12][n:13][c:14]3[cH:15][cH:16][cH:17][n:18][c:19]3[c:20]12.[CH3:25][CH2:26][OH:27].[CH3:29][CH2:30][O-:31].[Na+:28].[OH2:32]>>[CH2:1]([c:2]1[cH:3][cH:4][cH:5][cH:6][cH:7]1)[n:8]1[c:9]([O:27][CH2:26][CH3:25])[n:10][c:11]2[cH:12][n:13][c:14]3[cH:15][cH:16][cH:17][n:18][c:19]3[c:20]12. Reactants: CN(C)C=O, O=S(=O)(Cl)c1ccc2ccccc2c1, O=C(CN1CCN(c2ccncc2)CC1)N1CCNCC1. The product is O=C(CN1CCN(c2ccncc2)CC1)N1CCN(S(=O)(=O)c2ccc3ccccc3c2)CC1. Reaction SMILES: [O:36]=[CH:37][N:38]([CH3:39])[CH3:40].[cH:22]1[c:23]([S:32](=[O:33])(=[O:34])[Cl:35])[cH:24][cH:25][c:26]2[cH:27][cH:28][cH:29][cH:30][c:31]12.[n:1]1[cH:2][cH:3][c:4]([N:7]2[CH2:8][CH2:9][N:10]([CH2:13][C:14](=[O:15])[N:16]3[CH2:17][CH2:18][NH:19][CH2:20][CH2:21]3)[CH2:11][CH2:12]2)[cH:5][cH:6]1>>[n:1]1[cH:2][cH:3][c:4]([N:7]2[CH2:8][CH2:9][N:10]([CH2:13][C:14](=[O:15])[N:16]3[CH2:17][CH2:18][N:19]([S:32]([c:23]4[cH:22][c:31]5[c:26]([cH:25][cH:24]4)[cH:27][cH:28][cH:29][cH:30]5)(=[O:33])=[O:34])[CH2:20][CH2:21]3)[CH2:11][CH2:12]2)[cH:5][cH:6]1.